From a dataset of the Open Reaction Database (ORD), a public repository of structured organic reaction records. describe an organic reaction: reactants, conditions, products, and yield Reactants: CN(C=O)C (Dimethylformamide), C(CCC)[Li] (n-butyllithium), hexanes, BrC=1C=C2C=NNC2=CC1 (5-bromoindazole). Solvent: O1CCCC1 (tetrahydrofuran). Reaction conditions: time 15 minute. Product: N1N=CC2=CC(=CC=C12)C=O (1H-indazole-5-carbaldehyde). RXN SMILES: Br[C:2]1[CH:3]=[C:4]2[C:8](=[CH:9][CH:10]=1)[NH:7][N:6]=[CH:5]2.C([Li])CCC.CN(C)[CH:18]=[O:19]>O1CCCC1>[NH:7]1[C:8]2[C:4](=[CH:3][C:2]([CH:18]=[O:19])=[CH:10][CH:9]=2)[CH:5]=[N:6]1. Procedure details: To a solution of 5-bromoindazole (5 g, 25.38 mmol) in tetrahydrofuran (100 mL) cooled at −50° C. under argon was added dropwise a solution of 1.6 M n-butyllithium in hexanes (40 mL, 63.44 mmol). Dimethylformamide (3.9 mL, 50.75 mmol) was added, and the mixture was allowed to warm to room temperature and stirred for 15 minutes. The mixture was then quenched with water, extracted with ethyl acetate, preabsorbed onto silica gel and purified by silica gel chromatography eluting with a gradient of 10... The reactants are Cl[SiH2]Cl (Dichlorosilane), C1=CCCCC1 (cyclohexene). The reagents and catalysts are [H+].[H+].Cl[Pt-2](Cl)(Cl)(Cl)(Cl)Cl (chloroplatinic acid). Conditions: temperature 100 celsius. Product: C1(CCCCC1)[SiH](Cl)Cl (cyclohexyldichlorosilane). As a reaction SMILES: [Cl:1][SiH2:2][Cl:3].[CH:4]1[CH2:9][CH2:8][CH2:7][CH2:6][CH:5]=1>[H+].[H+].Cl[Pt-2](Cl)(Cl)(Cl)(Cl)Cl>[CH:4]1([SiH:2]([Cl:3])[Cl:1])[CH2:9][CH2:8][CH2:7][CH2:6][CH2:5]1 |f:2.3.4|. Reported procedure: Dichlorosilane in an amount of 83.5 g (0.827 mol), 82.3 g of cyclohexene (1.00 mol), 0.05 mol % of chloroplatinic acid (relative to dichlorosilane) were charged in a 500 ml pressure-proof stainless steel reactor and after sealing, reaction was carried out by heating in an oil bath at 100° C. for 30 hours. After reaction, the seal of the reactor was broken and the reacted liquid was discharged and subjected to vacuum distillation to obtain 139.3 g (0.761 mol) of cyclohexyldichlorosilane having a ... Reaction SMILES: [Br:29][CH2:30][c:31]1[n:32][cH:33][cH:34][cH:35][cH:36]1.[BrH:28].[CH2:1]([CH:2]=[CH2:3])[C:4]1([CH3:25])[C:5](=[O:24])[NH:6][CH:7]([c:17]2[cH:18][cH:19][c:20]([Cl:23])[cH:21][cH:22]2)[CH:8]([c:10]2[cH:11][c:12]([Cl:16])[cH:13][cH:14][cH:15]2)[CH2:9]1.[H-:26].[Na+:27].[O:37]=[CH:38][N:39]([CH3:40])[CH3:41]>>[CH2:1]([CH:2]=[CH2:3])[C:4]1([CH3:25])[C:5](=[O:24])[N:6]([CH2:30][c:31]2[n:32][cH:33][cH:34][cH:35][cH:36]2)[CH:7]([c:17]2[cH:18][cH:19][c:20]([Cl:23])[cH:21][cH:22]2)[CH:8]([c:10]2[cH:11][c:12]([Cl:16])[cH:13][cH:14][cH:15]2)[CH2:9]1. Product: C=CCC1(C)CC(c2cccc(Cl)c2)C(c2ccc(Cl)cc2)N(Cc2ccccn2)C1=O. The reactants are BrCc1ccccn1, Br, C=CCC1(C)CC(c2cccc(Cl)c2)C(c2ccc(Cl)cc2)NC1=O, [H-], [Na+], CN(C)C=O. The reactants are C(C)(=O)OC(C)=O (Acetic anhydride), C(O)([O-])=O.[Na+] (sodium hydrogen carbonate), C(C)(C)(C)OC(=O)N1CCN(CC1)C1=C(C=CC=C1)CN (2-(4-t-butoxycarbonylpiperazin-1-yl)phenylmethylamine), N1=CC=CC=C1 (pyridine). The yield is 58.4%. Procedure details: Acetic anhydride (0.40 mL, 0.43 g, 4.2 mmol) was added to a stirred, cooled (0° C.) solution of 2-(4-t-butoxycarbonylpiperazin-1-yl)phenylmethylamine (1.02 g, 3.5 mmol), 4-dimethylaminopyridine (86 mg, 0.7 mmol) and pyridine (0.57 mL, 0.55 g, 7 mmol) in dichloromethane (10 mL) and the mixture was stirred at room temperature for 1 h. Methanol (1 mL) was added and the mixture was stirred at room temperature for 2 h. Aqueous sodium hydrogen carbonate (saturated, 20 mL) and water (10 mL) were added ... Reagents/catalysts: CN(C1=CC=NC=C1)C (4-dimethylaminopyridine). Yields the product C(C)(C)(C)OC(=O)N1CCN(CC1)C1=C(C=CC=C1)CNC(C)=O (N-[2-(4-t-Butoxycarbonylpiperazin-1-yl)phenylmethyl]acetamide). Solvent: CO (Methanol), O (water), ClCCl (dichloromethane). RXN SMILES: [C:1](OC(=O)C)(=[O:3])[CH3:2].[C:8]([O:12][C:13]([N:15]1[CH2:20][CH2:19][N:18]([C:21]2[CH:26]=[CH:25][CH:24]=[CH:23][C:22]=2[CH2:27][NH2:28])[CH2:17][CH2:16]1)=[O:14])([CH3:11])([CH3:10])[CH3:9].N1C=CC=CC=1.C(=O)([O-])O.[Na+]>CN(C)C1C=CN=CC=1.ClCCl.O.CO>[C:8]([O:12][C:13]([N:15]1[CH2:16][CH2:17][N:18]([C:21]2[CH:26]=[CH:25][CH:24]=[CH:23][C:22]=2[CH2:27][NH:28][C:1](=[O:3])[CH3:2])[CH2:19][CH2:20]1)=[O:14])([CH3:11])([CH3:9])[CH3:10] |f:3.4|. Conditions: time 1 hour. Starting materials: C(C)OC(=O)C1=CC=C(C=C1)C1=CC=C(C=C1)OCCCCCCCCCCOC(C)=O (4'-(10-acetyloxydecyloxy)biphenyl-4-carboxylic acid ethyl ester), [OH-].[Na+] (sodium hydroxide), C(C)O (ethanol). Run in O (water). Product: OCCCCCCCCCCOC1=CC=C(C=C1)C1=CC=C(C=C1)C(=O)O (4'-(10-hydroxydecyloxy)biphenyl-4-carboxylic acid). The yield is 97.3%. RXN SMILES: C([O:3][C:4]([C:6]1[CH:11]=[CH:10][C:9]([C:12]2[CH:17]=[CH:16][C:15]([O:18][CH2:19][CH2:20][CH2:21][CH2:22][CH2:23][CH2:24][CH2:25][CH2:26][CH2:27][CH2:28][O:29]C(=O)C)=[CH:14][CH:13]=2)=[CH:8][CH:7]=1)=[O:5])C.[OH-].[Na+].C(O)C>O>[OH:29][CH2:28][CH2:27][CH2:26][CH2:25][CH2:24][CH2:23][CH2:22][CH2:21][CH2:20][CH2:19][O:18][C:15]1[CH:16]=[CH:17][C:12]([C:9]2[CH:10]=[CH:11][C:6]([C:4]([OH:5])=[O:3])=[CH:7][CH:8]=2)=[CH:13][CH:14]=1 |f:1.2|. Procedure details: 30 m moles(13.2 g) of the above 4'-(10-acetyloxydecyloxy)biphenyl-4-carboxylic acid ethyl ester and 10 g of sodium hydroxide were stirred for 10 min. at 70° C. in a mixed solvent of 40 ml of ethanol and 80 ml of water. After the reaction, the reaction solution was concentrated to obtain 10.8 g of 4'-(10-hydroxydecyloxy)biphenyl-4-carboxylic acid. (yield: 97%) The reactants are [Mg] (Magnesium), CN(P(=O)(N(C)C)N(C)C)C (hexamethylphosphoramide), ClC1=C(C=CC=C1)Cl (1,2-dichlorobenzene), 12, Cl[Si](C)(C)C (Chlorotrimethylsilane), C(=O)(O)[O-].[Na+] (NaHCO3). Reaction conditions: temperature 70 celsius. The product is C[Si](C1=C(C=CC=C1)[Si](C)(C)C)(C)C (1,2-Bis(Trimethylsilyl)Benzene). Isolated yield 54.1%. As a reaction SMILES: [Mg].CN(C)P(N(C)C)(N(C)C)=O.Cl[C:14]1[CH:19]=[CH:18][CH:17]=[CH:16][C:15]=1Cl.Cl[Si:22]([CH3:25])([CH3:24])[CH3:23].C([O-])(O)=O.[Na+]>>[CH3:23][Si:22]([CH3:25])([CH3:24])[C:14]1[CH:19]=[CH:18][CH:17]=[CH:16][C:15]=1[Si:22]([CH3:25])([CH3:24])[CH3:23] |f:4.5|. Procedure details: Magnesium (9.72 g, 400 mmol), hexamethylphosphoramide (HMPA) (80 mL, 460 mmol), 1,2-dichlorobenzene (14.76 g, 100 mmol), and a catalytic amount of 12 were combined in a 500 mL round bottomed flask and heated to 70° C. with stirring. Chlorotrimethylsilane was added dropwise to the solution at 70° C. The solution was stirred for an additional 30 minutes and then heated to 100° C. for 48 h. After cooling, the reaction mixture was poured over ice and NaHCO3. The Mg and precipitate were filtered off ... Reaction SMILES: [C-:17]#[N:18].[CH3:20][C:21](=[O:22])[OH:23].[CH3:24][OH:25].[CH:1](=[O:2])[c:3]1[cH:4][cH:5][cH:6][cH:7][cH:8]1.[F:9][C:10]1([F:16])[CH2:11][CH2:12][NH:13][CH2:14][CH2:15]1.[Na+:19]>>[CH:1]([c:3]1[cH:4][cH:5][cH:6][cH:7][cH:8]1)([N:13]1[CH2:12][CH2:11][C:10]([F:9])([F:16])[CH2:15][CH2:14]1)[C:17]#[N:18]. Yields the product N#CC(c1ccccc1)N1CCC(F)(F)CC1. Reactants: [C-]#N, CC(=O)O, CO, O=Cc1ccccc1, FC1(F)CCNCC1, [Na+].